This data is from the Open Reaction Database (ORD), a public repository of structured organic reaction records. The task is: describe an organic reaction: reactants, conditions, products, and yield Reaction SMILES: [Br:16][CH2:17][c:18]1[c:19](-[c:28]2[c:29]([O:38][CH3:39])[cH:30][c:31]([F:37])[c:32]([CH:34]([CH3:35])[CH3:36])[cH:33]2)[cH:20][cH:21][c:22]([C:24]([F:25])([F:26])[F:27])[cH:23]1.[CH2:3]([c:4]1[cH:5][cH:6][cH:7][cH:8][cH:9]1)[CH:10]1[NH:11][C:12](=[O:15])[O:13][CH2:14]1.[CH2:40]1[O:41][CH2:42][CH2:43][CH2:44]1.[H-:1].[N:45]#[N:46].[Na+:2]>>[CH2:3]([c:4]1[cH:5][cH:6][cH:7][cH:8][cH:9]1)[CH:10]1[N:11]([CH2:17][c:18]2[c:19](-[c:28]3[c:29]([O:38][CH3:39])[cH:30][c:31]([F:37])[c:32]([CH:34]([CH3:35])[CH3:36])[cH:33]3)[cH:20][cH:21][c:22]([C:24]([F:25])([F:26])[F:27])[cH:23]2)[C:12](=[O:15])[O:13][CH2:14]1. Product: COc1cc(F)c(C(C)C)cc1-c1ccc(C(F)(F)F)cc1CN1C(=O)OCC1Cc1ccccc1. Reactants: COc1cc(F)c(C(C)C)cc1-c1ccc(C(F)(F)F)cc1CBr, O=C1NC(Cc2ccccc2)CO1, C1CCOC1, [H-], N#N, [Na+].